The task is: describe an organic reaction: reactants, conditions, products, and yield. This data is from the Open Reaction Database (ORD), a public repository of structured organic reaction records. Reported procedure: Prepared in analogy to example 1 (b) from 5-methanesulfonyl-2-((R)-2,2,2-trifluoro-1-methyl-ethoxy)-benzoic acid (Example A16) and 1-(5-trifluoromethyl-thiazol-2-yl)-piperazine hydrochloride (Example 58(c)). The crude material was purified by chromatography (SiO2, ethyl acetate/heptane) followed by trituration in pentane to yield the title compound as an off-white crystalline solid (yield 57%). MS (m/e): 532.0 (M+H+, 100%). The yield is 57.0%. Yields the product CS(=O)(=O)C=1C=CC(=C(C1)C(=O)N1CCN(CC1)C=1SC(=CN1)C(F)(F)F)O[C@@H](C(F)(F)F)C ([5-Methanesulfonyl-2-((R)-2,2,2-trifluoro-1-methyl-ethoxy)-phenyl]-[4-(5-trifluoromethyl-thiazol-2-yl)-piperazin-1-yl]-methanone). RXN SMILES: [CH3:1][S:2]([C:5]1[CH:6]=[CH:7][C:8]([O:14][C@H:15]([CH3:20])[C:16]([F:19])([F:18])[F:17])=[C:9]([CH:13]=1)[C:10]([OH:12])=O)(=[O:4])=[O:3].Cl.[F:22][C:23]([F:36])([F:35])[C:24]1[S:28][C:27]([N:29]2[CH2:34][CH2:33][NH:32][CH2:31][CH2:30]2)=[N:26][CH:25]=1>>[CH3:1][S:2]([C:5]1[CH:6]=[CH:7][C:8]([O:14][C@H:15]([CH3:20])[C:16]([F:19])([F:18])[F:17])=[C:9]([C:10]([N:32]2[CH2:33][CH2:34][N:29]([C:27]3[S:28][C:24]([C:23]([F:36])([F:22])[F:35])=[CH:25][N:26]=3)[CH2:30][CH2:31]2)=[O:12])[CH:13]=1)(=[O:3])=[O:4] |f:1.2|. Starting materials: example 1 ( b ), CS(=O)(=O)C=1C=CC(=C(C(=O)O)C1)O[C@@H](C(F)(F)F)C (5-methanesulfonyl-2-((R)-2,2,2-trifluoro-1-methyl-ethoxy)-benzoic acid), Cl.FC(C1=CN=C(S1)N1CCNCC1)(F)F (1-(5-trifluoromethyl-thiazol-2-yl)-piperazine hydrochloride). Reactants: Cc1c[nH]c2c1C(=O)CC(C)(C)C2, Nc1ncnc2cc(F)cc(F)c12, [H-], [Na+], CN(C)C=O. The product is Cc1cn(-c2cc(F)c3c(N)ncnc3c2)c2c1C(=O)CC(C)(C)C2. As a reaction SMILES: [CH3:1][c:2]1[cH:3][nH:4][c:5]2[c:10]1[C:9](=[O:11])[CH2:8][C:7]([CH3:12])([CH3:13])[CH2:6]2.[F:16][c:17]1[c:18]2[c:19]([NH2:28])[n:20][cH:21][n:22][c:23]2[cH:24][c:25]([F:27])[cH:26]1.[H-:14].[Na+:15].[O:29]=[CH:30][N:31]([CH3:32])[CH3:33]>>[CH3:1][c:2]1[cH:3][n:4](-[c:25]2[cH:24][c:23]3[c:18]([c:17]([F:16])[cH:26]2)[c:19]([NH2:28])[n:20][cH:21][n:22]3)[c:5]2[c:10]1[C:9](=[O:11])[CH2:8][C:7]([CH3:12])([CH3:13])[CH2:6]2.